Dataset: the Open Reaction Database (ORD), a public repository of structured organic reaction records. Task: describe an organic reaction: reactants, conditions, products, and yield Reactants: CC1OC(C)(C)N(C(=O)OC(C)(C)C)C1C=O, COP(=O)(OC)C(=[N+]=[N-])C(C)=O, CO, CCOC(C)=O, [Cl-], [K+], [K+], [NH4+], O=C([O-])[O-]. The product is C#CC1C(C)OC(C)(C)N1C(=O)OC(C)(C)C. As a reaction SMILES: [C:1](=[O:2])([O:3][C:4]([CH3:5])([CH3:6])[CH3:7])[N:8]1[C:9]([CH3:16])([CH3:17])[O:10][CH:11]([CH3:15])[CH:12]1[CH:13]=[O:14].[CH3:18][O:19][P:20]([C:21](=[N+:22]=[N-:23])[C:24](=[O:25])[CH3:26])(=[O:27])[O:28][CH3:29].[CH3:38][OH:39].[CH3:40][CH2:41][O:42][C:43]([CH3:44])=[O:45].[Cl-:36].[K+:30].[K+:31].[NH4+:37].[O-:32][C:33]([O-:34])=[O:35]>>[C:1](=[O:2])([O:3][C:4]([CH3:5])([CH3:6])[CH3:7])[N:8]1[C:9]([CH3:16])([CH3:17])[O:10][CH:11]([CH3:15])[CH:12]1[C:13]#[CH:18]. Starting materials: Cl (hydrochloric acid), ClC=1C(=C(C=CC1)CO)SCC1=CC=CC=C1 (3-Chloro-2-[(phenylmethl)thio]benzenemethanol), CN(C1=CC=CC=C1)C (N,N-dimethylaniline), S(=O)(Cl)Cl (thionyl chloride). Run in C(Cl)(Cl)Cl (chloroform), C(Cl)(Cl)Cl (chloroform). Conditions: temperature 15 celsius, time 1 hour. The product is ClC1=C(C(=CC=C1)CCl)SCC1=CC=CC=C1 (1-Chloro-3-(chloromethyl)-2-[(phenylmethyl)thio]benzene). As a reaction SMILES: [Cl:1][C:2]1[C:3]([S:10][CH2:11][C:12]2[CH:17]=[CH:16][CH:15]=[CH:14][CH:13]=2)=[C:4]([CH2:8]O)[CH:5]=[CH:6][CH:7]=1.CN(C)C1C=CC=CC=1.S(Cl)([Cl:29])=O.Cl>C(Cl)(Cl)Cl>[Cl:1][C:2]1[CH:7]=[CH:6][CH:5]=[C:4]([CH2:8][Cl:29])[C:3]=1[S:10][CH2:11][C:12]1[CH:17]=[CH:16][CH:15]=[CH:14][CH:13]=1. Reported procedure: To a mixture of 54 g of the compound of Example 2 in 200 mL of chloroform (ethanol-free) and of N,N-dimethylaniline, a solution of 30 g of thionyl chloride in 50 mL of chloroform (ethanol-free) was added while maintaining the reaction temperature at 15° C. with an ice-water bath. The mixture was stirred at 25° C. for 1 hour, then refluxed for 3 hours. The mixture was acidified with 1 N aqueous hydrochloric acid and the organic layer was collected. The organic layer was washed once with 1 N aqueo... Starting materials: N1(C=NC=C1)C1=NC(=CC(=N1)C(C(=O)O)(C)C)C (2-(2-imidazol-1-yl-6-methyl-pyrimidin-4-yl)-2-methyl-propionic acid), C(C)(C)(C)OC(N(CC1=CC2=C(OCO2)C=C1)CCN)=O ((2-amino-ethyl)-benzo[1,3]dioxol-5-ylmethyl-carbamic acid tert-butyl ester). The product is O1COC2=C1C=CC(=C2)CNCCNC(C(C)(C)C2=NC(=NC(=C2)C)N2C=NC=C2)=O (N-{2-[(Benzo[1,3]dioxol-5-ylmethyl)-amino]-ethyl}-2-(2-imidazol-1-yl-6-methyl-pyrimidin-4-yl)-isobutyramide). Reaction SMILES: [N:1]1([C:6]2[N:11]=[C:10]([C:12]([CH3:17])([CH3:16])[C:13]([OH:15])=O)[CH:9]=[C:8]([CH3:18])[N:7]=2)[CH:5]=[CH:4][N:3]=[CH:2]1.C(OC(=O)[N:25]([CH2:36][CH2:37][NH2:38])[CH2:26][C:27]1[CH:35]=[CH:34][C:30]2[O:31][CH2:32][O:33][C:29]=2[CH:28]=1)(C)(C)C>>[O:31]1[C:30]2[CH:34]=[CH:35][C:27]([CH2:26][NH:25][CH2:36][CH2:37][NH:38][C:13](=[O:15])[C:12]([C:10]3[CH:9]=[C:8]([CH3:18])[N:7]=[C:6]([N:1]4[CH:5]=[CH:4][N:3]=[CH:2]4)[N:11]=3)([CH3:17])[CH3:16])=[CH:28][C:29]=2[O:33][CH2:32]1. Procedure: N-{2-[(Benzo[1,3]dioxol-5-ylmethyl)-amino]-ethyl}-2-(2-imidazol-1-yl-6-methyl-pyrimidin-4-yl)-isobutyramide was prepared following the procedures described in the preparation of Example 56 using 2-(2-imidazol-1-yl-6-methyl-pyrimidin-4-yl)-2-methyl-propionic acid and (2-amino-ethyl)-benzo[1,3]dioxol-5-ylmethyl-carbamic acid tert-butyl ester. [M+H]+ 423.26; 1H NMR (400 MHz, CD3OD) δ 8.70 (s, 1H), 8.00 (s, 1H), 7.35 (s, 1H), 7.14 (s, 1H), 6.94-6.80 (m, 3H), 5.98 (s, 2H), 4.10 (s, 2H), 3.53 (t, 2H),... The reactants are N(=[N+]=[N-])C(CN1N=CC=2C1=CC1=C(C=CC(C12)(C)C)OC)C ((RS)-1-(2-azido-propyl)-7-methoxy-4,4-dimethyl-1,4-dihydro-indeno[2,1-c]pyrazole), C(\C=C\C(=O)O)(=O)O (fumaric acid). The reagents and catalysts are [Pt]=O (platinum oxide). Run in C(C)O (ethanol), CO (methanol), C(C)OCC (diethyl ether). Reaction conditions: time 15 hour. Product: C(\C=C\C(=O)O)(=O)O.COC1=C2C=C3N(N=CC3=C2C(C=C1)(C)C)CC(C)N ((RS)-2-(7-methoxy-4,4-dimethyl-1,4-dihydroindeno[2,1-c]pyrazol-1-yl)-1-methyl-ethylamine fumarate). The yield is 53.1%. As a reaction SMILES: [N:1]([CH:4]([CH3:22])[CH2:5][N:6]1[C:10]2=[CH:11][C:12]3[C:17]([C:16]([CH3:19])([CH3:18])[CH:15]=[CH:14][C:13]=3[O:20][CH3:21])=[C:9]2[CH:8]=[N:7]1)=[N+]=[N-].[C:23]([OH:30])(=[O:29])/[CH:24]=[CH:25]/[C:26]([OH:28])=[O:27]>C(O)C.C(OCC)C.CO.[Pt]=O>[C:23]([OH:30])(=[O:29])/[CH:24]=[CH:25]/[C:26]([OH:28])=[O:27].[CH3:21][O:20][C:13]1[CH:14]=[CH:15][C:16]([CH3:19])([CH3:18])[C:17]2[C:12]=1[CH:11]=[C:10]1[C:9]=2[CH:8]=[N:7][N:6]1[CH2:5][CH:4]([NH2:1])[CH3:22] |f:6.7|. Procedure: 1.03 g (3.5 mmol) of (RS)-1-(2-azido-propyl)-7-methoxy-4,4-dimethyl-1,4-dihydro-indeno[2,1-c]pyrazole dissolved in 50 ml of anhydrous ethanol were hydrogenated over 100 mg of platinum oxide for 1.5 hours. The catalyst was subsequently filtered off, rinsed with ethanol and the solvent was removed in a vacuum. The colorless oil obtained was dissolved in 80 ml of anhydrous diethyl ether, filtered and treated while stirring with a solution of 440 mg (3.5 mmol) of fumaric acid in 15 ml of methanol. T... Reactants: BrC=1C=CC(=C(C1)CC1=CC=C(C=C1)O)Cl (4-[(5-bromo-2-chloro-phenyl)methyl]phenol), C(C1=CC=CC=C1)Br (benzyl bromide), C([O-])([O-])=O.[K+].[K+] (potassium carbonate). Solvent: O1CCCC1 (tetrahydrofuran). Conditions: time 12 hour. The product is C(C1=CC=CC=C1)OC1=CC=C(C=C1)CC1=C(C=CC(=C1)Br)Cl (2-[(4-benzyloxyphenyl)methyl]-4-bromo-1-chloro-benzene). The yield is 70.4%. As a reaction SMILES: [Br:1][C:2]1[CH:3]=[CH:4][C:5]([Cl:16])=[C:6]([CH2:8][C:9]2[CH:14]=[CH:13][C:12]([OH:15])=[CH:11][CH:10]=2)[CH:7]=1.[CH2:17](Br)[C:18]1[CH:23]=[CH:22][CH:21]=[CH:20][CH:19]=1.C(=O)([O-])[O-].[K+].[K+]>O1CCCC1>[CH2:17]([O:15][C:12]1[CH:13]=[CH:14][C:9]([CH2:8][C:6]2[CH:7]=[C:2]([Br:1])[CH:3]=[CH:4][C:5]=2[Cl:16])=[CH:10][CH:11]=1)[C:18]1[CH:23]=[CH:22][CH:21]=[CH:20][CH:19]=1 |f:2.3.4|. Procedure details: To a solution of 4-[(5-bromo-2-chloro-phenyl)methyl]phenol 17b (2.0 g, 6.72 mmol, obtained from the synthetic method described in step 1 of example 17) and benzyl bromide (1.36 mL, 11.4 mmol) in tetrahydrofuran (20 mL) was added potassium carbonate (1.86 g, 13.4 mmol) at room temperature. The mixture was stirred at room temperature for 12 hours. The reaction mixture was quenched with saturated aqueous ammonium chloride and extracted with ethyl acetate (50 mL×3). The combined organic layers were ...